From a dataset of the Open Reaction Database (ORD), a public repository of structured organic reaction records. describe an organic reaction: reactants, conditions, products, and yield The reactants are O=C([O-])O, COS(=O)(=O)OC, CC(C)=O, [Na+], COC(=O)c1sc2cc(C(F)(F)F)ccc2c1O. Yields the product COC(=O)c1sc2cc(C(F)(F)F)ccc2c1OC. As a reaction SMILES: [C:26](=[O:27])([OH:28])[O-:29].[CH3:19][O:20][S:21]([O:22][CH3:23])(=[O:24])=[O:25].[CH3:31][C:32](=[O:33])[CH3:34].[Na+:30].[OH:1][c:2]1[c:3]2[c:4]([s:5][c:6]1[C:7](=[O:8])[O:9][CH3:10])[cH:11][c:12]([C:15]([F:16])([F:17])[F:18])[cH:13][cH:14]2>>[O:1]([c:2]1[c:3]2[c:4]([s:5][c:6]1[C:7](=[O:8])[O:9][CH3:10])[cH:11][c:12]([C:15]([F:16])([F:17])[F:18])[cH:13][cH:14]2)[CH3:19]. The reactants are FC(C1=CC=C(N)C=C1)(F)F (4-trifluoromethyl aniline), COC1=C(C=CC=C1)CC(=O)O (2-methoxyphenylacetic acid), C(C(=O)Cl)(=O)Cl (oxalyl dichloride), C(C(=O)Cl)(=O)Cl (oxalyl dichloride), O (Water). Solvent: ClCCl (dichloromethane), ClCCl (dichloromethane). Conditions: time 3 hour. Product: FC(C1=CC=C(C=C1)NC(CC1=C(C=CC=C1)OC)=O)(F)F (N-[4-(trifluoromethyl)phenyl]-2-(2-methoxyphenyl)acetamide). The yield is 86.0%. RXN SMILES: [CH3:1][O:2][C:3]1[CH:8]=[CH:7][CH:6]=[CH:5][C:4]=1[CH2:9][C:10]([OH:12])=O.C(Cl)(=O)C(Cl)=O.[F:19][C:20]([F:29])([F:28])[C:21]1[CH:27]=[CH:26][C:24]([NH2:25])=[CH:23][CH:22]=1.O>ClCCl>[F:19][C:20]([F:28])([F:29])[C:21]1[CH:22]=[CH:23][C:24]([NH:25][C:10](=[O:12])[CH2:9][C:4]2[CH:5]=[CH:6][CH:7]=[CH:8][C:3]=2[O:2][CH3:1])=[CH:26][CH:27]=1. Reported procedure: 5.0 g of 2-methoxyphenylacetic acid was dissolved in 20 ml dichloromethane, and 4.6 g of oxalyl dichloride was added, and the mixture was stirred at room temperature for 3 hours. The solvent and an excessive oxalyl dichloride were evapoarated, and the residue was dissolved in 20 ml dichloromethane. Under ice-cooling, 14 g of 4-trifluoromethyl aniline was added thereto, followed by stirring at room temperature for 12 hours. Water was added to the reaction solution, and the mixture was extracted w... The reactants are CCOC(=O)CCCCCCC1=C(OC)C(=O)CC1=O, COC(=O)CCCCCCC1=C(OC)C(=O)CC1=O, CO, CC(C)O. Yields the product CCOC(=O)CCCCCCC1=C(OC)C(O)CC1=O. As a reaction SMILES: [C:1](=[O:2])([O:3][CH2:4][CH3:5])[CH2:6][CH2:7][CH2:8][CH2:9][CH2:10][CH2:11][C:12]1=[C:16]([O:17][CH3:18])[C:15](=[O:19])[CH2:14][C:13]1=[O:20].[C:23]([CH2:24][CH2:25][CH2:26][CH2:27][CH2:28][CH2:29][C:30]1=[C:36]([O:37][CH3:38])[C:34](=[O:35])[CH2:33][C:31]1=[O:32])([O:39][CH3:40])=[O:41].[CH3:21][OH:22].[CH:42]([OH:43])([CH3:44])[CH3:45]>>[C:1](=[O:2])([O:3][CH2:4][CH3:5])[CH2:6][CH2:7][CH2:8][CH2:9][CH2:10][CH2:11][C:12]1=[C:16]([O:17][CH3:18])[CH:15]([OH:19])[CH2:14][C:13]1=[O:20].